Dataset: the Open Reaction Database (ORD), a public repository of structured organic reaction records. Task: describe an organic reaction: reactants, conditions, products, and yield Reactants: CCOC(=O)C=C(CBr)Oc1ccccc1Cl, COC(=O)C(N)CC(F)F, CC#N, CCN(C(C)C)C(C)C, Cl. Yields the product CCOC(=O)C=C(CNC(CC(F)F)C(=O)OC)Oc1ccccc1Cl. RXN SMILES: [CH2:21]([CH3:22])[O:23][C:24]([CH:25]=[C:26]([CH2:27][Br:28])[O:29][c:30]1[c:31]([Cl:36])[cH:32][cH:33][cH:34][cH:35]1)=[O:37].[CH3:2][O:3][C:4]([CH:5]([CH2:6][CH:7]([F:8])[F:9])[NH2:10])=[O:11].[CH3:38][C:39]#[N:40].[CH:12]([N:13]([CH2:14][CH3:15])[CH:16]([CH3:17])[CH3:18])([CH3:19])[CH3:20].[ClH:1]>>[CH3:2][O:3][C:4]([CH:5]([CH2:6][CH:7]([F:8])[F:9])[NH:10][CH2:27][C:26](=[CH:25][C:24]([O:23][CH2:21][CH3:22])=[O:37])[O:29][c:30]1[c:31]([Cl:36])[cH:32][cH:33][cH:34][cH:35]1)=[O:11].